From a dataset of the Open Reaction Database (ORD), a public repository of structured organic reaction records. describe an organic reaction: reactants, conditions, products, and yield Starting materials: O=C([O-])[O-], CCOC(C)=O, Cc1ccccc1, [Cs+], [Cs+], Ic1ccccc1, CCOC(=O)c1cc(N)n(-c2ccccc2)n1, O=C(C=Cc1ccccc1)C=Cc1ccccc1, O=C(C=Cc1ccccc1)C=Cc1ccccc1, C1CCOC1, O=C(C=Cc1ccccc1)C=Cc1ccccc1, O, [Pd], [Pd], CC1(C)c2cccc(P(c3ccccc3)c3ccccc3)c2Oc2c(P(c3ccccc3)c3ccccc3)cccc21. Product: CCOC(=O)c1cc(Nc2ccccc2)n(-c2ccccc2)n1. As a reaction SMILES: [C:25](=[O:26])([O-:27])[O-:28].[CH3:141][CH2:142][O:143][C:144](=[O:145])[CH3:146].[CH3:73][c:74]1[cH:75][cH:76][cH:77][cH:78][cH:79]1.[Cs+:29].[Cs+:30].[I:18][c:19]1[cH:20][cH:21][cH:22][cH:23][cH:24]1.[NH2:1][c:2]1[cH:3][c:4]([C:13](=[O:14])[O:15][CH2:16][CH3:17])[n:5][n:6]1-[c:7]1[cH:8][cH:9][cH:10][cH:11][cH:12]1.[O:105]=[C:106]([CH:107]=[CH:108][c:109]1[cH:110][cH:111][cH:112][cH:113][cH:114]1)[CH:115]=[CH:116][c:117]1[cH:118][cH:119][cH:120][cH:121][cH:122]1.[O:123]=[C:124]([CH:125]=[CH:126][c:127]1[cH:128][cH:129][cH:130][cH:131][cH:132]1)[CH:133]=[CH:134][c:135]1[cH:136][cH:137][cH:138][cH:139][cH:140]1.[O:80]1[CH2:81][CH2:82][CH2:83][CH2:84]1.[O:87]=[C:88]([CH:89]=[CH:90][c:91]1[cH:92][cH:93][cH:94][cH:95][cH:96]1)[CH:97]=[CH:98][c:99]1[cH:100][cH:101][cH:102][cH:103][cH:104]1.[OH2:147].[Pd:85].[Pd:86].[c:31]1([P:32]([c:33]2[cH:34][cH:35][cH:36][cH:37][cH:38]2)[c:39]2[c:40]3[c:64]([cH:65][cH:66][cH:67]2)[C:61]([CH3:62])([CH3:63])[c:43]2[c:42]([c:47]([P:48]([c:49]4[cH:50][cH:51][cH:52][cH:53][cH:54]4)[c:55]4[cH:56][cH:57][cH:58][cH:59][cH:60]4)[cH:46][cH:45][cH:44]2)[O:41]3)[cH:68][cH:69][cH:70][cH:71][cH:72]1>>[NH:1]([c:2]1[cH:3][c:4]([C:13](=[O:14])[O:15][CH2:16][CH3:17])[n:5][n:6]1-[c:7]1[cH:8][cH:9][cH:10][cH:11][cH:12]1)[c:19]1[cH:20][cH:21][cH:22][cH:23][cH:24]1. Reactants: CC(=O)O, COC(=O)Cc1ccccn1, O=N[O-], [Na+], O. Yields the product COC(=O)C(=NO)c1ccccn1. Reaction SMILES: [C:17]([OH:18])(=[O:19])[CH3:20].[CH3:1][O:2][C:3]([CH2:4][c:5]1[n:6][cH:7][cH:8][cH:9][cH:10]1)=[O:11].[N:12](=[O:13])[O-:14].[Na+:15].[OH2:16]>>[CH3:1][O:2][C:3]([C:4]([c:5]1[n:6][cH:7][cH:8][cH:9][cH:10]1)=[N:12][OH:13])=[O:11]. Reactants: FC=1C=C(C=O)C=CC1C (3-fluoro-4-methylbenzaldehyde), [N+](#[C-])C(C)S(=O)(=O)C1=CC=C(C=C1)C (1-(1-isocyanoethylsulfonyl)-4-methylbenzene), C(=O)([O-])[O-].[K+].[K+] (K2CO3). Run in CO (methanol). Conditions: time 8 hour. Yields the product FC=1C=C(C=CC1C)C1=C(N=CO1)C (5-(3-fluoro-4-methylphenyl)-4-methyloxazole). Isolated yield 81.6%. Reaction SMILES: [F:1][C:2]1[CH:3]=[C:4]([CH:7]=[CH:8][C:9]=1[CH3:10])[CH:5]=[O:6].[N+:11]([CH:13](S(C1C=CC(C)=CC=1)(=O)=O)[CH3:14])#[C-:12].C([O-])([O-])=O.[K+].[K+]>CO>[F:1][C:2]1[CH:3]=[C:4]([C:5]2[O:6][CH:12]=[N:11][C:13]=2[CH3:14])[CH:7]=[CH:8][C:9]=1[CH3:10] |f:2.3.4|. Reported procedure: A mixture of 3-fluoro-4-methylbenzaldehyde (1.38 g, 10.0 mmol), 1-(1-isocyanoethylsulfonyl)-4-methylbenzene (2.09 g, 10.0 mmol), and K2CO3 (1.66 g, 12.0 mmol) in 50 mL methanol was heated at reflux 3 hr, then cooled to room temperature and stirred overnight. The reaction mixture was concentrated and the residue taken up in 25 mL H2O and 25 mL Et2O. The water layer was extracted with Et2O, and the organic layers were combined, washed with brine, dried over MgSO4, filtered, and concentrated in vac... Product: CC=1CC2=C(C(=C(C=C2C1)C)O)C (2,5,7-Trimethyl-1H-inden-6-ol). Solvent: C1CCOC1 (THF), C1CCOC1 (THF). RXN SMILES: [OH:1][C:2]1[C:3]([CH3:14])=[C:4]2[C:8](=[CH:9][C:10]=1[CH3:11])[C:7](=O)[CH:6]([CH3:13])[CH2:5]2.[H-].[H-].[H-].[H-].[Li+].[Al+3].Cl>C1COCC1>[CH3:13][C:6]1[CH2:5][C:4]2[C:8]([CH:7]=1)=[CH:9][C:10]([CH3:11])=[C:2]([OH:1])[C:3]=2[CH3:14] |f:1.2.3.4.5.6|. Conditions: time 2 hour. Starting materials: [H-].[H-].[H-].[H-].[Li+].[Al+3] (LiAlH4), OC=1C(=C2CC(C(C2=CC1C)=O)C)C (5-hydroxy-2,4,6-trimethylindan-1-one), Cl (HCl). Procedure details: Suspension of 5-hydroxy-2,4,6-trimethylindan-1-one (4.74 g, 24.9 mmol) in THF (30 ml) was added at 0° C. to suspension of LiAlH4 (0.94 g, 24.9 mmol) in THF (50 ml). The mixture was allowed to warm to room temperature, stirred for 2 h. 5% HCl (20 ml) was added, resulting mixture was extracted by CH2Cl2 (4×50 ml), combined organic fraction was washed by water, dried over MgSO4, passed through silica gel, and evaporated. Residue was washed by cold pentane and dried in vacuo. The yield 3.75 g (86%). Procedure: To a solution of 1-(1-benzyl-4-piperidinyl)-3,4-dihydroquinazolin-2(1H)-one (947 g, 295 mmol) from Step 4 in dry dichloroethane (20 mL) was added 1-chloroethyl chloroformate (0.35 mL, 3.2 mmol). The reaction was refluxed for 3 h. The solvent was rmoved under reduced pressure and the residue was dissolved in MeOH (50 mL) and the solution was refluxed for 1 h. The reaction was cooled to ambient temperature, conc. NH4OH (1 mL) was added, and the solvent was removed under reduced pressure. The resid... Reactants: C(C1=CC=CC=C1)N1CCC(CC1)N1C(NCC2=CC=CC=C12)=O (1-(1-benzyl-4-piperidinyl)-3,4-dihydroquinazolin-2(1H)-one), ClC(=O)OC(C)Cl (1-chloroethyl chloroformate), [NH4+].[OH-] (NH4OH). RXN SMILES: C([N:8]1[CH2:13][CH2:12][CH:11]([N:14]2[C:23]3[C:18](=[CH:19][CH:20]=[CH:21][CH:22]=3)[CH2:17][NH:16][C:15]2=[O:24])[CH2:10][CH2:9]1)C1C=CC=CC=1.ClC(OC(Cl)C)=O.[NH4+].[OH-]>ClC(Cl)C.CO>[NH:8]1[CH2:9][CH2:10][CH:11]([N:14]2[C:23]3[C:18](=[CH:19][CH:20]=[CH:21][CH:22]=3)[CH2:17][NH:16][C:15]2=[O:24])[CH2:12][CH2:13]1 |f:2.3|. Yield: 48.0%. Yields the product N1CCC(CC1)N1C(NCC2=CC=CC=C12)=O (1-(4-Piperidinyl)-3,4-dihydroquinazolin-2(1H)-one), oil. Run in ClC(C)Cl (dichloroethane), CO (MeOH). Starting materials: C(C1=CC=CC=C1)SC1=NNC(=N1)SC(C(=O)O)C (2-(3-Benzylthio-1,2,4-triazol-5-ylthio)propionic acid), polyphosphoric acid, ice water. Run in C(C)(=O)OCC (ethyl acetate). Reaction conditions: time 30 minute. Yields the product C(C1=CC=CC=C1)SC=1N=C2N(N1)C(C(S2)C)=O (2-Benzylthio-5-methylthiazolo[3,2-b][1,2,4]triazol-6(5H)-one). Yield: 83.0%. Reaction SMILES: [CH2:1]([S:8][C:9]1[N:13]=[C:12]([S:14][CH:15]([CH3:19])[C:16](O)=[O:17])[NH:11][N:10]=1)[C:2]1[CH:7]=[CH:6][CH:5]=[CH:4][CH:3]=1>C(OCC)(=O)C>[CH2:1]([S:8][C:9]1[N:13]=[C:12]2[S:14][CH:15]([CH3:19])[C:16](=[O:17])[N:11]2[N:10]=1)[C:2]1[CH:7]=[CH:6][CH:5]=[CH:4][CH:3]=1. Procedure details: The product of stage (a) (57.9 g) was added portionwise to polyphosphoric acid (250 ml) at about 100° C. with stirring. Heating was continued for 30 minutes and the solution was then added to ice-water (1 l) and ethyl acetate (300 ml). The ethyl acetate solution was separated, and the aqueous phase was extracted with ethyl acetate. The organic phases were combined, washed with aqueous bicarbonate and water, dried and run down to give 49.3 g of crude product. Recrystallisation from ethanol gave 4... The reactants are Intermediate 103, FC(C1=CC=C(C=C1)C1=CC=CC(=N1)[C@@H](CCCC)O)(F)F ((1R)-1-{6-[4-(trifluoromethyl)phenyl]-2-pyridinyl}-1-pentanol), ClC1=C(C=O)C=CC(=C1)O (2-chloro-4-hydroxybenzaldehyde). Product: ClC1=C(C=O)C=CC(=C1)O[C@@H](CCCC)C1=NC(=CC=C1)C1=CC=C(C=C1)C(F)(F)F (2-Chloro-4-[((1S)-1-{6-[4-(trifluoromethyl)phenyl]-2-pyridinyl}pentyl)oxy]benzaldehyde). Yield: 35.0%. RXN SMILES: [F:1][C:2]([F:22])([F:21])[C:3]1[CH:8]=[CH:7][C:6]([C:9]2[N:14]=[C:13]([C@H:15]([OH:20])[CH2:16][CH2:17][CH2:18][CH3:19])[CH:12]=[CH:11][CH:10]=2)=[CH:5][CH:4]=1.[Cl:23][C:24]1[CH:31]=[C:30](O)[CH:29]=[CH:28][C:25]=1[CH:26]=[O:27]>>[Cl:23][C:24]1[CH:31]=[C:30]([O:20][C@H:15]([C:13]2[CH:12]=[CH:11][CH:10]=[C:9]([C:6]3[CH:5]=[CH:4][C:3]([C:2]([F:21])([F:1])[F:22])=[CH:8][CH:7]=3)[N:14]=2)[CH2:16][CH2:17][CH2:18][CH3:19])[CH:29]=[CH:28][C:25]=1[CH:26]=[O:27]. Procedure: Prepared according to the procedure used to prepare Intermediate 103 starting from (1R)-1-{6-[4-(trifluoromethyl)phenyl]-2-pyridinyl}-1-pentanol (202 mg, 0.65 mmol) and 2-chloro-4-hydroxybenzaldehyde (140, 0.89 mmol) to afford the title compound (102 mg). The product is O=C1NC(CCC1N1C(=NC2=CC=C(C=C2C1=O)CNC(C1=CC=C(C=C1)OC(F)(F)F)=O)C)=O (N-[3-(2,6-dioxo-piperidin-3-yl)-2-methyl-4-oxo-3,4-dihydro-quinazolin-6-ylmethyl]-4-trifluoromethoxy-benzamide). Conditions: time 1 hour. Yield: 73.1%. As a reaction SMILES: Cl.[NH2:2][CH2:3][C:4]1[CH:5]=[C:6]2[C:11](=[CH:12][CH:13]=1)[N:10]=[C:9]([CH3:14])[N:8]([CH:15]1[CH2:20][CH2:19][C:18](=[O:21])[NH:17][C:16]1=[O:22])[C:7]2=[O:23].[F:24][C:25]([F:37])([F:36])[O:26][C:27]1[CH:35]=[CH:34][C:30]([C:31](Cl)=[O:32])=[CH:29][CH:28]=1.C(N(CC)C(C)C)(C)C>C(#N)C>[O:22]=[C:16]1[CH:15]([N:8]2[C:7](=[O:23])[C:6]3[C:11](=[CH:12][CH:13]=[C:4]([CH2:3][NH:2][C:31](=[O:32])[C:30]4[CH:34]=[CH:35][C:27]([O:26][C:25]([F:24])([F:36])[F:37])=[CH:28][CH:29]=4)[CH:5]=3)[N:10]=[C:9]2[CH3:14])[CH2:20][CH2:19][C:18](=[O:21])[NH:17]1 |f:0.1|. Run in C(C)#N (acetonitrile). Procedure details: To a stirred suspension of 3-(6-aminomethyl-2-methyl-4-oxo-4H-quinazolin-3-yl)-piperidine-2,6-dione hydrogen chloride (0.49 g, 1.4 mmol) in acetonitrile (10 mL), was added 4-trifluoromethoxy-benzoyl chloride (0.34 mL, 2.2 mmol) and N,N-diisopropyl ethylamine (0.63 mL, 3.6 mmol). The mixture was stirred at room temperature for one hour. The solvent was evaporated, and the residue was purified by flash column chromatography (Silica gel, methanol/methylene chloride 4%/96%) to give N-[3-(2,6-dioxo-p... Starting materials: FC(OC1=CC=C(C(=O)Cl)C=C1)(F)F (4-trifluoromethoxy-benzoyl chloride), C(C)(C)N(C(C)C)CC (N,N-diisopropyl ethylamine), Cl.NCC=1C=C2C(N(C(=NC2=CC1)C)C1C(NC(CC1)=O)=O)=O (3-(6-aminomethyl-2-methyl-4-oxo-4H-quinazolin-3-yl)-piperidine-2,6-dione hydrogen chloride). The reactants are CC(C)(C)OC(=O)NC1=NC2(c3cc(Br)ccc3F)COC(CO)CC2CS1, O=C([O-])O, COCCN(CCOC)S(F)(F)F, ClCCl, [Na+]. Yields the product CC(C)(C)OC(=O)NC1=NC2(c3cc(Br)ccc3F)COC(CF)CC2CS1. Reaction SMILES: [Br:14][c:15]1[cH:16][cH:17][c:18]([F:41])[c:19]([C:21]23[CH2:22][O:23][CH:24]([CH2:39][OH:40])[CH2:25][CH:26]2[CH2:27][S:28][C:29]([NH:31][C:32]([O:33][C:34]([CH3:35])([CH3:36])[CH3:37])=[O:38])=[N:30]3)[cH:20]1.[C:42](=[O:43])([OH:44])[O-:45].[CH3:1][O:2][CH2:3][CH2:4][N:5]([S:6]([F:7])([F:8])[F:11])[CH2:9][CH2:10][O:12][CH3:13].[Cl:47][CH2:48][Cl:49].[Na+:46]>>[F:11][CH2:39][CH:24]1[O:23][CH2:22][C:21]2([c:19]3[c:18]([F:41])[cH:17][cH:16][c:15]([Br:14])[cH:20]3)[CH:26]([CH2:25]1)[CH2:27][S:28][C:29]([NH:31][C:32]([O:33][C:34]([CH3:35])([CH3:36])[CH3:37])=[O:38])=[N:30]2. Reaction SMILES: [Cl:1][C:2]1[CH:7]=[CH:6][C:5]([C:8]2[O:12][C:11]([C:13]([F:16])([F:15])[F:14])=[C:10]([C:17](Cl)=[O:18])[CH:9]=2)=[CH:4][CH:3]=1.[F:20][C:21]1[CH:22]=[C:23]([NH2:31])[CH:24]=[C:25]([C:27]([F:30])([F:29])[F:28])[CH:26]=1.C(N(CC)C(C)C)(C)C.Cl.C([O-])(O)=O.[Na+]>ClCCl>[F:20][C:21]1[CH:22]=[C:23]([NH:31][C:17]([C:10]2[CH:9]=[C:8]([C:5]3[CH:6]=[CH:7][C:2]([Cl:1])=[CH:3][CH:4]=3)[O:12][C:11]=2[C:13]([F:16])([F:15])[F:14])=[O:18])[CH:24]=[C:25]([C:27]([F:29])([F:30])[F:28])[CH:26]=1 |f:4.5|. Yield: 26.1%. The product is FC=1C=C(C=C(C1)C(F)(F)F)NC(=O)C1=C(OC(=C1)C1=CC=C(C=C1)Cl)C(F)(F)F (5-(4-Chloro-phenyl)-2-trifluoromethyl-furan-3-carboxylic acid (3-fluoro-5-trifluoromethyl-phenyl)-amide). Reported procedure: 5-(4-Chloro-phenyl)-2-trifluoromethyl-furan-3-carbonyl chloride (0.200 g) was added to a solution of 3-fluoro-5-trifluoromethyl-phenylamine (0.105 g) and N,N-diisopropylethylamine (0.102 mL) in dichloromethane (5 mL). After stirring at room temperature for 1 day, the reaction underwent an aqueous acidic (dilute HCl, 2×15 mL) and basic (dilute NaHCO3, 2×15 mL) workup followed by washing with brine (saturated NaCl, 2×15 mL), drying over MgSO4, and concentration. The crude compound was triturated w... The solvent is ClCCl (dichloromethane). Reaction conditions: time 1 day. Starting materials: ClC1=CC=C(C=C1)C1=CC(=C(O1)C(F)(F)F)C(=O)Cl (5-(4-Chloro-phenyl)-2-trifluoromethyl-furan-3-carbonyl chloride), FC=1C=C(C=C(C1)C(F)(F)F)N (3-fluoro-5-trifluoromethyl-phenylamine), C(C)(C)N(C(C)C)CC (N,N-diisopropylethylamine), Cl (HCl), C(=O)(O)[O-].[Na+] (NaHCO3).